Dataset: the Open Reaction Database (ORD), a public repository of structured organic reaction records. Task: describe an organic reaction: reactants, conditions, products, and yield Starting materials: CCOC(=O)CBr, C1CCOC1, [Cl-], CC(C)(C)OC(=O)N1CCCC(C(O)c2cccc(F)c2F)C1, [H-], [NH4+], [Na+]. Yields the product CCOC(=O)COC(c1cccc(F)c1F)C1CCCN(C(=O)OC(C)(C)C)C1. Reaction SMILES: [Br:26][CH2:27][C:28](=[O:29])[O:30][CH2:31][CH3:32].[CH2:35]1[O:36][CH2:37][CH2:38][CH2:39]1.[Cl-:33].[F:3][c:4]1[c:5]([CH:11]([CH:12]2[CH2:13][N:14]([C:18](=[O:19])[O:20][C:21]([CH3:22])([CH3:23])[CH3:24])[CH2:15][CH2:16][CH2:17]2)[OH:25])[cH:6][cH:7][cH:8][c:9]1[F:10].[H-:2].[NH4+:34].[Na+:1]>>[F:3][c:4]1[c:5]([CH:11]([CH:12]2[CH2:13][N:14]([C:18](=[O:19])[O:20][C:21]([CH3:22])([CH3:23])[CH3:24])[CH2:15][CH2:16][CH2:17]2)[O:25][CH2:27][C:28](=[O:29])[O:30][CH2:31][CH3:32])[cH:6][cH:7][cH:8][c:9]1[F:10]. Reactants: BrC1=CC=C2C(=N1)NC=N2 (5-bromo-3H-imidazo[4,5-b]pyridine), ClCC1=CC2=C(N=C(S2)SC)C=C1 (6-(chloromethyl)-2-(methylthio)benzo[d]thiazole), O (water), [H-].[Na+] (sodium hydride). The solvent is CN(C)C=O (DMF), CN(C)C=O (DMF). Conditions: temperature 0 celsius, time 30 minute. Yields the product BrC1=CC=C2C(=N1)N(C=N2)CC2=CC1=C(N=C(S1)SC)C=C2 (6-((5-bromo-3H-imidazo[4,5-b]pyridin-3-yl)methyl)-2-(methylthio)benzo[d]thiazole). Isolated yield 51.6%. Reaction SMILES: [Br:1][C:2]1[N:7]=[C:6]2[NH:8][CH:9]=[N:10][C:5]2=[CH:4][CH:3]=1.[H-].[Na+].Cl[CH2:14][C:15]1[CH:25]=[CH:24][C:18]2[N:19]=[C:20]([S:22][CH3:23])[S:21][C:17]=2[CH:16]=1.O>CN(C=O)C>[Br:1][C:2]1[N:7]=[C:6]2[N:8]([CH2:14][C:15]3[CH:25]=[CH:24][C:18]4[N:19]=[C:20]([S:22][CH3:23])[S:21][C:17]=4[CH:16]=3)[CH:9]=[N:10][C:5]2=[CH:4][CH:3]=1 |f:1.2|. Reported procedure: To a stirred solution of 5-bromo-3H-imidazo[4,5-b]pyridine (1 g, 5.05 mmol) from Step 2 of this Example in anhydrous DMF (25 mL) at 0° C. was added in one portion sodium hydride (60% dispersion in mineral oil, 222 mg 5.56 mmol), and the mixture was stirred at 0° C. for 30 min. To the reaction mixture was added a solution of 6-(chloromethyl)-2-(methylthio)benzo[d]thiazole (1.39 g, 6.06 mmol) from Step 4 of Example 36 in DMF (5 mL). The mixture was allowed to warm to rt and stirred for a further 1... Reaction SMILES: C[O:2][C:3](=[O:42])[CH2:4][O:5][C:6]1[CH:14]=[CH:13][C:12]([S:15][C:16]2[CH:21]=[C:20]([C:22]#[C:23][C:24]3[CH:29]=[CH:28][C:27]([CH2:30][OH:31])=[CH:26][CH:25]=3)[N:19]=[C:18]([C:32]#[C:33][C:34]3[CH:39]=[CH:38][C:37]([CH2:40][OH:41])=[CH:36][CH:35]=3)[CH:17]=2)=[C:11]2[C:7]=1[CH2:8][CH2:9][CH2:10]2.Cl.O.C(OCC)(=O)C>C1COCC1.C(O)C.[OH-].[Na+]>[OH:31][CH2:30][C:27]1[CH:28]=[CH:29][C:24]([C:23]#[C:22][C:20]2[CH:21]=[C:16]([S:15][C:12]3[CH:13]=[CH:14][C:6]([O:5][CH2:4][C:3]([OH:42])=[O:2])=[C:7]4[C:11]=3[CH2:10][CH2:9][CH2:8]4)[CH:17]=[C:18]([C:32]#[C:33][C:34]3[CH:35]=[CH:36][C:37]([CH2:40][OH:41])=[CH:38][CH:39]=3)[N:19]=2)=[CH:25][CH:26]=1 |f:6.7|. The reactants are Cl (hydrogen chloride), O (water), C(C)(=O)OCC (ethyl acetate), COC(COC1=C2CCCC2=C(C=C1)SC1=CC(=NC(=C1)C#CC1=CC=C(C=C1)CO)C#CC1=CC=C(C=C1)CO)=O ({7-[2,6-Bis-(4-hydroxymethyl-phenylethynyl)-pyridine-4-ylsulfanyl]-indan-4-yloxy}-acetic acid methyl ester). Procedure: {7-[2,6-Bis-(4-hydroxymethyl-phenylethynyl)-pyridine-4-ylsulfanyl]-indan-4-yloxy}-acetic acid methyl ester (70 mg; 0.12 mmol) was dissolved in a mixture of THF and ethanol (1:2) (30 ml) and 1N sodium hydroxide (1 ml) was added. The reaction mixture was stirred for about 16 h and 1N aqueous hydrogen chloride (2 ml), water (10 ml) and ethyl acetate (20 ml) were added. The organic phase was separated from the aqueous phase and the aqueous phase was extracted with ethyl acetate (10 ml). The pooled o... Product: OCC1=CC=C(C=C1)C#CC1=NC(=CC(=C1)SC=1C=CC(=C2CCCC12)OCC(=O)O)C#CC1=CC=C(C=C1)CO ({7-[2,6-bis-(4-hydroxymethyl-phenylethynyl)-pyridin-4-ylsulfanyl]-indan-4-yloxy}-acetic acid). The solvent is C1CCOC1 (THF), C(C)O (ethanol), [OH-].[Na+] (sodium hydroxide). Run at time 16 hour. Starting materials: O=C([O-])[O-], CC1(C)C=C(I)C(=O)C1, [Na+], [Na+], OB(O)c1ccccc1, c1ccc([As](c2ccccc2)c2ccccc2)cc1, c1ccccc1. Yields the product CC1(C)C=C(c2ccccc2)C(=O)C1. As a reaction SMILES: [C:38](=[O:39])([O-:40])[O-:41].[CH3:1][C:2]1([CH3:9])[CH:3]=[C:4]([I:8])[C:5](=[O:7])[CH2:6]1.[Na+:42].[Na+:43].[OH:10][B:11]([OH:12])[c:13]1[cH:14][cH:15][cH:16][cH:17][cH:18]1.[cH:19]1[cH:20][cH:21][c:22]([As:23]([c:24]2[cH:25][cH:26][cH:27][cH:28][cH:29]2)[c:30]2[cH:31][cH:32][cH:33][cH:34][cH:35]2)[cH:36][cH:37]1.[cH:44]1[cH:45][cH:46][cH:47][cH:48][cH:49]1>>[CH3:1][C:2]1([CH3:9])[CH:3]=[C:4]([c:13]2[cH:14][cH:15][cH:16][cH:17][cH:18]2)[C:5](=[O:7])[CH2:6]1. Starting materials: FC=1C=C(C(=NC1F)N[C@@H](C)C1=CC=C(C=C1)F)[N+](=O)[O-] ((S)-5,6-difluoro-N-(1-(4-fluorophenyl)ethyl)-3-nitropyridin-2-amine), CCN(C(C)C)C(C)C (DIEA), CC1=CC(=NN1)N (5-methyl-1H-pyrazol-3-amine). Run in C1CCOC1 (THF). Conditions: temperature 55 celsius. Product: FC=1C(=NC(=C(C1)[N+](=O)[O-])N[C@@H](C)C1=CC=C(C=C1)F)NC1=NNC(=C1)C ((S)-3-Fluoro-N6-(1-(4-fluorophenyl)ethyl)-N2-(5-methyl-1H-pyrazol-3-yl)-5-nitropyridine-2,6-diamine). Yield: 69.7%. As a reaction SMILES: [F:1][C:2]1[CH:3]=[C:4]([N+:19]([O-:21])=[O:20])[C:5]([NH:9][C@H:10]([C:12]2[CH:17]=[CH:16][C:15]([F:18])=[CH:14][CH:13]=2)[CH3:11])=[N:6][C:7]=1F.CCN(C(C)C)C(C)C.[CH3:31][C:32]1[NH:36][N:35]=[C:34]([NH2:37])[CH:33]=1>C1COCC1>[F:1][C:2]1[C:7]([NH:37][C:34]2[CH:33]=[C:32]([CH3:31])[NH:36][N:35]=2)=[N:6][C:5]([NH:9][C@H:10]([C:12]2[CH:17]=[CH:16][C:15]([F:18])=[CH:14][CH:13]=2)[CH3:11])=[C:4]([N+:19]([O-:21])=[O:20])[CH:3]=1. Procedure details: To a solution of (S)-5,6-difluoro-N-(1-(4-fluorophenyl)ethyl)-3-nitropyridin-2-amine (Method 53, 0.70 g, 2.3 mmol) in THF (12 ml) was added DIEA (0.39 g, 3.0 mmol) and 5-methyl-1H-pyrazol-3-amine (0.45 g, 4.7 mmol). The reaction was heated to 55° C. for 24 hours, cooled to room temperature, and quenched with water. The reaction was extracted with DCM (2×75 ml), and the combined organic fractions were dried over Na2SO4, filtered, and concentrated. The resulting oil was purified by column chromato... The reactants are BrC=1C=CC(=NC1)C(=O)O (5-bromo-pyridine-2-carboxylic acid), C(=O)(O)CCC1=CC=C(C=C1)B(O)O (4-(2-carboxyethyl)benzeneboronic acid), C([O-])([O-])=O.[Na+].[Na+] (sodium carbonate), dichlorobis- (triphenylphosphin) palladium (II). The solvent is COCCOC (1,2-dimethoxyethane). Run at temperature 90 celsius, time 8 hour. Product: C(=O)(O)CCC1=CC=C(C=C1)C=1C=CC(=NC1)C(=O)O (5-[4-(2-carboxy-ethyl)-phenyl]-pyridine-2-carboxylic acid). RXN SMILES: Br[C:2]1[CH:3]=[CH:4][C:5]([C:8]([OH:10])=[O:9])=[N:6][CH:7]=1.[C:11]([CH2:14][CH2:15][C:16]1[CH:21]=[CH:20][C:19](B(O)O)=[CH:18][CH:17]=1)([OH:13])=[O:12].C(=O)([O-])[O-].[Na+].[Na+]>COCCOC>[C:11]([CH2:14][CH2:15][C:16]1[CH:21]=[CH:20][C:19]([C:2]2[CH:3]=[CH:4][C:5]([C:8]([OH:10])=[O:9])=[N:6][CH:7]=2)=[CH:18][CH:17]=1)([OH:13])=[O:12] |f:2.3.4|. Procedure details: Under an argon atmosphere, to 4 ml 1,2-dimethoxyethane are added 5-bromo-pyridine-2-carboxylic acid (93 mg, 0.46 mmol), 4-(2-carboxyethyl)benzeneboronic acid (106 mg, 0.55 mmol), 0.51 ml of a 2M aqueous sodium carbonate solution and dichlorobis- (triphenylphosphin) palladium (II) (20 mg, 0.03 mmol). The mixture is stirred at 90° C. overnight, cooled and quenched with water. Ethyl acetate is added and the mixture adjusted to pH=2 with 1M hydrochloric acid. After threefold extraction with ethyl ac... The reactants are ClCCl, BrP(Br)Br, SCCc1c[nH]c2ccccc12. The product is BrCCc1c[nH]c2ccccc12. Reaction SMILES: [CH2:17]([Cl:18])[Cl:19].[P:13]([Br:14])([Br:15])[Br:16].[nH:1]1[cH:2][c:3]([CH2:10][CH2:11][SH:12])[c:4]2[cH:5][cH:6][cH:7][cH:8][c:9]12>>[nH:1]1[cH:2][c:3]([CH2:10][CH2:11][Br:14])[c:4]2[cH:5][cH:6][cH:7][cH:8][c:9]12.